The task is: describe an organic reaction: reactants, conditions, products, and yield. This data is from the Open Reaction Database (ORD), a public repository of structured organic reaction records. Reactants: F[B-](F)(F)F.CN(C(N(C)C)=S)C.CN(C(N(C)C)=S)C (bis(tetramethylthiourea) tetrafluoroborate), C[N+]=1N=C(N(C1C1=CC=CC=C1)C1=CC=CC=C1)[S-] (1-methyl-4,5-diphenyl-1,2,4-triazolium-3-thiolate). Solvent: CO (methanol), CO (methanol). Conditions: time 10 minute. Product: F[B-](F)(F)F.C[N+]=1N=C(N(C1C1=CC=CC=C1)C1=CC=CC=C1)[S-].C[N+]=1N=C(N(C1C1=CC=CC=C1)C1=CC=CC=C1)[S-] (bis(1-methyl-4,5-diphenyl-1,2,4-triazolium-3-thiolate) tetrafluoroborate). Yield: 91.0%. RXN SMILES: [F:1][B-:2]([F:5])([F:4])[F:3].CN(C)C(=S)N(C)C.CN(C)C(=S)N(C)C.[CH3:22][N+:23]1[N:24]=[C:25]([S-:40])[N:26]([C:34]2[CH:39]=[CH:38][CH:37]=[CH:36][CH:35]=2)[C:27]=1[C:28]1[CH:33]=[CH:32][CH:31]=[CH:30][CH:29]=1>CO>[F:1][B-:2]([F:5])([F:4])[F:3].[CH3:22][N+:23]1[N:24]=[C:25]([S-:40])[N:26]([C:34]2[CH:35]=[CH:36][CH:37]=[CH:38][CH:39]=2)[C:27]=1[C:28]1[CH:33]=[CH:32][CH:31]=[CH:30][CH:29]=1.[CH3:22][N+:23]1[N:24]=[C:25]([S-:40])[N:26]([C:34]2[CH:35]=[CH:36][CH:37]=[CH:38][CH:39]=2)[C:27]=1[C:28]1[CH:33]=[CH:32][CH:31]=[CH:30][CH:29]=1 |f:0.1.2,5.6.7|. Reported procedure: Aurous bis(tetramethylthiourea) tetrafluoroborate (0.201 g, prepared as described above) was dissolved in 3 mL methanol at room temperature and added dropwise to 1-methyl-4,5-diphenyl-1,2,4-triazolium-3-thiolate (0.216 g) which was partly dissolved in 3 mL methanol at room temperature. The mixture was stirred for 10 minutes after the addition was complete, and then a white powder was filtered (91% yield). This product was soluble in acetone. The elemental analysis conformed to the formula for co... The reactants are C(CCC)[Sn](CCCC)(CCCC)Cl (tri-n-butyltin chloride), [Li]CCCC.CCCCCC (n-BuLi hexane), O1CCCC1 (tetrahydrofuran), ClCCCCC#C (6-Chloro-1-hexyne). Run in CCCCCC (hexane). Reaction conditions: time 6 hour. The product is C(CCC)[Sn](C#CC1CCC1)(CCCC)CCCC ([2-(tri-n-Butylstannyl)-1-ethynyl]cyclobutane). As a reaction SMILES: [Li]CCCC.[CH3:6][CH2:7][CH2:8][CH2:9][CH2:10][CH3:11].O1CCCC1.ClCCCCC#C.[CH2:24]([Sn:28](Cl)([CH2:33][CH2:34][CH2:35][CH3:36])[CH2:29][CH2:30][CH2:31][CH3:32])[CH2:25][CH2:26][CH3:27]>CCCCCC>[CH2:33]([Sn:28]([CH2:24][CH2:25][CH2:26][CH3:27])([CH2:29][CH2:30][CH2:31][CH3:32])[C:6]#[C:7][CH:8]1[CH2:11][CH2:10][CH2:9]1)[CH2:34][CH2:35][CH3:36] |f:0.1|. Procedure: To a solution of n-BuLi/hexane (7.28 mL, 18.2 mmol, 2.5 M) at −5° C. was added tetrahydrofuran dropwise, maintaining the temperature below +9° C. 6-Chloro-1-hexyne (1.00 mL, 8.92 mmol) was added at +5° C., and the solution was stirred for six hours. The reaction was quenched by the addition of tri-n-butyltin chloride (2.66 mL, 9.81 mmol), and was allowed to stir for an additional 10 minutes. The solution was poured into hexane, washed with saturated NaHCO3 solution and brine, dried (Na2SO4), fil... The reactants are CCC(O)(CC)c1nc(C)nc2c1c(C)c(C)n2-c1c(C)cc(C)cc1C, CN(C)S(F)(F)F. Product: CCC(F)(CC)c1nc(C)nc2c1c(C)c(C)n2-c1c(C)cc(C)cc1C. RXN SMILES: [CH3:1][c:2]1[n:3][c:4]([C:22]([CH2:23][CH3:24])([CH2:25][CH3:26])[OH:27])[c:5]2[c:6]([n:7]1)[n:8](-[c:13]1[c:14]([CH3:21])[cH:15][c:16]([CH3:20])[cH:17][c:18]1[CH3:19])[c:9]([CH3:12])[c:10]2[CH3:11].[CH3:28][N:29]([S:30]([F:31])([F:32])[F:33])[CH3:34]>>[CH3:1][c:2]1[n:3][c:4]([C:22]([CH2:23][CH3:24])([CH2:25][CH3:26])[F:32])[c:5]2[c:6]([n:7]1)[n:8](-[c:13]1[c:14]([CH3:21])[cH:15][c:16]([CH3:20])[cH:17][c:18]1[CH3:19])[c:9]([CH3:12])[c:10]2[CH3:11]. Reactants: C(C)C=1N2C3=C(C(C=C2C=CC1)=O)C=C(C(=C3)N3CCN(CC3)C)F (ethyl 8-fluoro-9-(4-methyl-1-piperazinyl)-6-oxo-6H-benzo[c]quinolizine), [OH-].[Na+] (sodium hydroxide), C(C)O (ethyl alcohol). The solvent is C(C)(=O)O (acetic acid). The product is FC=1C(=CC2=C(C(C(=C3C=CC=CN23)C(=O)O)=O)C1)N1CCN(CC1)C (8-Fluoro-9-(4-methyl-1-piperazinyl)-6-oxo-6H-benzo[c]quinolizine-5-carboxylic acid). RXN SMILES: C([C:3]1[N:4]2[C:9]([CH:10]=[CH:11][CH:12]=1)=[CH:8][C:7](=[O:13])[C:6]1[CH:14]=[C:15]([F:25])[C:16]([N:18]3[CH2:23][CH2:22][N:21]([CH3:24])[CH2:20][CH2:19]3)=[CH:17][C:5]2=1)C.[OH-:26].[Na+].[CH2:28]([OH:30])C>C(O)(=O)C>[F:25][C:15]1[C:16]([N:18]2[CH2:19][CH2:20][N:21]([CH3:24])[CH2:22][CH2:23]2)=[CH:17][C:5]2[N:4]3[C:9]([CH:10]=[CH:11][CH:12]=[CH:3]3)=[C:8]([C:28]([OH:30])=[O:26])[C:7](=[O:13])[C:6]=2[CH:14]=1 |f:1.2|. Procedure: A mixture of 0.38 g of ethyl 8-fluoro-9-(4-methyl-1-piperazinyl)-6-oxo-6H-benzo[c]quinolizine, 25 ml of 0.1N sodium hydroxide and 5 ml of ethyl alcohol was refluxed for 18 hours. The mixture was cooled to room temperature and the pH adjusted to 6 with acetic acid. Most of the volatiles were removed under vacuum to give 0.31 g of water washed and dried desired product, mp 264°-266° C. Starting materials: CC1(C)CN(N=O)c2cc([N+](=O)[O-])ccc2O1, CO, [Na+], [OH-], O. The product is CC1(C)CN(N)c2cc([N+](=O)[O-])ccc2O1. RXN SMILES: [CH3:1][C:2]1([CH3:17])[O:3][c:4]2[c:5]([cH:10][c:11]([N+:14](=[O:15])[O-:16])[cH:12][cH:13]2)[N:6]([N:8]=[O:9])[CH2:7]1.[CH3:20][OH:21].[Na+:19].[OH-:18].[OH2:22]>>[CH3:1][C:2]1([CH3:17])[O:3][c:4]2[c:5]([cH:10][c:11]([N+:14](=[O:15])[O-:16])[cH:12][cH:13]2)[N:6]([NH2:8])[CH2:7]1. Solvent: CC1=CC=CC=C1 (methylbenzene). Procedure: A mixture of 90 parts of 5-nitro-2-pyridinamine, 90 parts of 3-acetyl-4,5-dihydro-2(3H)-furanone and 810 parts of methylbenzene was stirred at room temperature. 510 Parts of phosphoryl chloride were added dropwise during a 1 hour-period: the temperature rose to 40° C. The reaction mixture was heated slowly to reflux and the whole was stirred and refluxed for 5 hours. The solvent was evaporated. The hot residue was poured onto a mixture of crushed ice and ammonium hydroxide. After stirring for 30... As a reaction SMILES: [N+:1]([C:4]1[CH:5]=[CH:6][C:7]([NH2:10])=[N:8][CH:9]=1)([O-:3])=[O:2].[C:11]([CH:14]1[CH2:18][CH2:17][O:16][C:15]1=O)(=O)[CH3:12].P(Cl)(Cl)([Cl:22])=O>CC1C=CC=CC=1>[Cl:22][CH2:17][CH2:18][C:14]1[C:15](=[O:16])[N:8]2[CH:9]=[C:4]([N+:1]([O-:3])=[O:2])[CH:5]=[CH:6][C:7]2=[N:10][C:11]=1[CH3:12]. Product: 54.8, ClCCC1=C(N=C2N(C1=O)C=C(C=C2)[N+](=O)[O-])C (3-(2-chloroethyl)-2-methyl-7-nitro-4H-pyrido[1,2-a]pyrimidin-4-one). The reactants are P(=O)(Cl)(Cl)Cl (phosphoryl chloride), 90, [N+](=O)([O-])C=1C=CC(=NC1)N (5-nitro-2-pyridinamine), C(C)(=O)C1C(OCC1)=O (3-acetyl-4,5-dihydro-2(3H)-furanone). Reactants: tert-butyl ester, ON[C@@H](C)C(=O)O (N-hydroxyalanine), BrC(C(=O)OC(C)(C)C)C (tert-butyl bromopropionate), C(C)(=O)OC(C)=O (acetic anhydride). The product is tert-butyl ester, C(C)(=O)N([C@@H](C)C(=O)O)OC(C)=O (N-acetyl-N-acetoxyalanine). As a reaction SMILES: [OH:1][NH:2][C@H:3]([C:5]([OH:7])=[O:6])[CH3:4].Br[CH:9](C)[C:10](OC(C)(C)C)=[O:11].[C:18](OC(=O)C)(=[O:20])[CH3:19]>>[C:10]([N:2]([O:1][C:18](=[O:20])[CH3:19])[C@H:3]([C:5]([OH:7])=[O:6])[CH3:4])(=[O:11])[CH3:9]. Reported procedure: 17.7 g. of the tert-butyl ester of N-hydroxyalanine which was prepared from tert-butyl bromopropionate by the method of Newman et al. [J. Amer. Chem. Soc. 77, 2308 (1971)] was added to 40 ml. of acetic anhydride and the mixture was stirred for 30° minutes at 100° C. The reaction mixture was evaporated to dryness under reduced pressure to give the oily tert-butyl ester of N-acetyl-N-acetoxyalanine.